describe an organic reaction: reactants, conditions, products, and yield From a dataset of the Open Reaction Database (ORD), a public repository of structured organic reaction records. Starting materials: CS(=O)(=O)OCCC=1OC2=C(C1)C=C(C=C2)C2=CC=C(C=C2)C(=O)N2CCOCC2 (2-{5-[4-(4-morpholinylcarbonyl)phenyl]-1-benzofuran-2-yl}ethyl methanesulfonate), N1C[C@@H](CC1)O (3-(R)-pyrrolidinol). Product: N1(CCOCC1)C(=O)C1=CC=C(C=C1)C=1C=CC2=C(C=C(O2)CCN2C[C@@H](CC2)O)C1 ((3R)-1-(2-{5-[4-(4-morpholinylcarbonyl)phenyl]-1-benzofuran-2-yl}ethyl)-3-pyrrolidinol). As a reaction SMILES: CS(O[CH2:6][CH2:7][C:8]1[O:9][C:10]2[CH:16]=[CH:15][C:14]([C:17]3[CH:22]=[CH:21][C:20]([C:23]([N:25]4[CH2:30][CH2:29][O:28][CH2:27][CH2:26]4)=[O:24])=[CH:19][CH:18]=3)=[CH:13][C:11]=2[CH:12]=1)(=O)=O.[NH:31]1[CH2:35][CH2:34][C@@H:33]([OH:36])[CH2:32]1>>[N:25]1([C:23]([C:20]2[CH:19]=[CH:18][C:17]([C:14]3[CH:15]=[CH:16][C:10]4[O:9][C:8]([CH2:7][CH2:6][N:31]5[CH2:35][CH2:34][C@@H:33]([OH:36])[CH2:32]5)=[CH:12][C:11]=4[CH:13]=3)=[CH:22][CH:21]=2)=[O:24])[CH2:30][CH2:29][O:28][CH2:27][CH2:26]1. Reported procedure: The product from Example 23D and 3-(R)-pyrrolidinol were processed as described in Example 1D to provide the titled compound. 1H NMR (300 MHz, CD3OD) δ 7.82 (m, 1H), 7.73 (d, J=8.1 Hz, 2H), 7.55 (m, 2H), 7.52 (d, J=8.1 Hz, 2H), 6.78 (s, 1H), 3.35-3.8 (m, 17H), 2.3-2.4 (m, 2H); MS (DCI) m/z 421 (M+H)+; The reactants are CC(C)N=C=O, CN(C)C=O, C1CN2CCN1CC2, Nc1ccnnc1. Yields the product CC(C)NC(=O)Nc1ccnnc1. As a reaction SMILES: [CH3:16][CH:17]([CH3:18])[N:19]=[C:20]=[O:21].[CH3:22][N:23]([CH3:24])[CH:25]=[O:26].[N:8]12[CH2:9][CH2:10][N:11]([CH2:12][CH2:13]1)[CH2:14][CH2:15]2.[NH2:1][c:2]1[cH:3][n:4][n:5][cH:6][cH:7]1>>[NH:1]([c:2]1[cH:3][n:4][n:5][cH:6][cH:7]1)[C:20]([NH:19][CH:17]([CH3:16])[CH3:18])=[O:21]. Reactants: CC1(C)CCNc2ccc(Br)cc21, O=C([O-])O, O=CO, [Na+]. The product is CC1(C)CCN(C=O)c2ccc(Br)cc21. Reaction SMILES: [Br:1][c:2]1[cH:3][c:4]2[c:9]([cH:10][cH:11]1)[NH:8][CH2:7][CH2:6][C:5]2([CH3:12])[CH3:13].[C:14]([O-:15])(=[O:16])[OH:17].[CH:19]([OH:20])=[O:21].[Na+:18]>>[Br:1][c:2]1[cH:3][c:4]2[c:9]([cH:10][cH:11]1)[N:8]([CH:14]=[O:15])[CH2:7][CH2:6][C:5]2([CH3:12])[CH3:13]. The reactants are N1C=NC=C1 (imidazole), S(=O)(Cl)Cl (thionyl chloride), CC=1SC(=C(N1)C)C(=O)O (2,4-dimethyl-5-thiazolecarboxylic acid), S1C=C(C=C1)NCC#N (2-(3-thienyl)aminoacetonitrile), resultant mixture, resultant mixture. Run in O1CCCC1 (tetrahydrofuran), O1CCCC1 (tetrahydrofuran), O1CCCC1 (tetrahydrofuran). Conditions: time 30 minute. Product: CC=1SC(=C(N1)C)C(=O)NC(C#N)C1=CSC=C1 (2-(2,4-dimethylthiazole-5-carboxamido)-2-(3-thienyl)acetonitrile). The yield is 70.3%. Reaction SMILES: [NH:1]1[CH:5]=[CH:4][N:3]=C1.S(Cl)(Cl)=O.[CH3:10][C:11]1[S:12][C:13]([C:17]([OH:19])=O)=[C:14]([CH3:16])[N:15]=1.[S:20]1[CH:24]=[CH:23][C:22](NCC#N)=[CH:21]1>O1CCCC1>[CH3:10][C:11]1[S:12][C:13]([C:17]([NH:3][CH:4]([C:22]2[CH:23]=[CH:24][S:20][CH:21]=2)[C:5]#[N:1])=[O:19])=[C:14]([CH3:16])[N:15]=1. Procedure: To a solution of imidazole (2.72 g; 40 mmol) in dry tetrahydrofuran (60 ml) was added dropwise thionyl chloride (1.20 g; 10 mmol) under ice-cooling while stirring. After the resultant mixture was turned to room temperature, 2,4-dimethyl-5-thiazolecarboxylic acid (1.57 g; 10 mmol) was added thereto at once, and stirring was continued for 30 minutes. To the mixture was added dropwise a solution of 2-(3-thienyl)aminoacetonitrile (1.65 g; 12 mmol) in dry tetrahydrofuran under ice-cooling, and the re... Starting materials: [H][H] (hydrogen), 90, ClC(CC1CCN(CC1)C(=O)OCC1=CC=CC=C1)=O ((phenylmethyl) 4-(2- chloro-2-oxoethyl)-1-piperidinecarboxylate), S1C=CC=C1 (thiophene), O(C(C)C)C(C)C (2,2'-oxybispropane). Reagents/catalysts: [Pd] (palladium-on-charcoal). Run in CN(C(C)=O)C (N,N-dimethylacetamide). The product is 75, O=CCC1CCN(CC1)C(=O)OCC1=CC=CC=C1 ((phenylmethyl) 4-(2-oxoethyl)-1-piperidinecarboxylate). Yield: 95.7%. RXN SMILES: Cl[C:2](=[O:20])[CH2:3][CH:4]1[CH2:9][CH2:8][N:7]([C:10]([O:12][CH2:13][C:14]2[CH:19]=[CH:18][CH:17]=[CH:16][CH:15]=2)=[O:11])[CH2:6][CH2:5]1.S1C=CC=C1.O(C(C)C)C(C)C.[H][H]>[Pd].CN(C)C(=O)C>[O:20]=[CH:2][CH2:3][CH:4]1[CH2:5][CH2:6][N:7]([C:10]([O:12][CH2:13][C:14]2[CH:15]=[CH:16][CH:17]=[CH:18][CH:19]=2)=[O:11])[CH2:8][CH2:9]1. Procedure details: A mixture of 90 parts of (phenylmethyl) 4-(2- chloro-2-oxoethyl)-1-piperidinecarboxylate, 90 parts of N,N-dimethylacetamide 6 parts of a thiophene solution and 438 parts of 2,2'-oxybispropane was hydrogenated at normal pressure and at room temperature in the presence of 5 parts of palladium-on-charcoal 10%. After the calculated amount of hydrogen was taken up, the catalyst was filtered off and the filtrate was taken up in water. The separated organic layer was dried, filtered and evaporated, yie...